Dataset: the Open Reaction Database (ORD), a public repository of structured organic reaction records. Task: describe an organic reaction: reactants, conditions, products, and yield Starting materials: CCCN=C=O, Cc1ccccc1, CON=C(C#N)C1=CCCN(O)C1. Product: CCCNC(=O)ON1CCC=C(C(C#N)=NOC)C1. Reaction SMILES: [CH2:1]([CH2:2][CH3:3])[N:4]=[C:5]=[O:6].[CH3:20][c:21]1[cH:22][cH:23][cH:24][cH:25][cH:26]1.[CH3:7][O:8][N:9]=[C:10]([C:11]#[N:12])[C:13]1=[CH:18][CH2:17][CH2:16][N:15]([OH:19])[CH2:14]1>>[CH2:1]([CH2:2][CH3:3])[NH:4][C:5](=[O:6])[O:19][N:15]1[CH2:14][C:13]([C:10](=[N:9][O:8][CH3:7])[C:11]#[N:12])=[CH:18][CH2:17][CH2:16]1. The reactants are [OH-].[Na+] (NaOH), C(C)OC(C1=CC(=CC=C1)OC=1C=NC(=CC1)OCC=1C(=NOC1C(C)C)C1=C(C=CC=C1Cl)Cl)=O (3-{6-[3-(2,6-dichloro-phenyl)-5-isopropyl-isoxazol-4-ylmethoxy]-pyridin-3-yloxy}-benzoic acid ethyl ester). Solvent: O (water), C(C)O (ethanol). Run at time 50 hour. Yields the product ClC1=C(C(=CC=C1)Cl)C1=NOC(=C1COC1=CC=C(C=N1)OC=1C=C(C(=O)O)C=CC1)C(C)C (3-{6-[3-(2,6-dichloro-phenyl)-5-isopropyl-isoxazol-4-ylmethoxy]-pyridin-3-yloxy}-benzoic acid). Reaction SMILES: [OH-].[Na+].C([O:5][C:6](=[O:38])[C:7]1[CH:12]=[CH:11][CH:10]=[C:9]([O:13][C:14]2[CH:15]=[N:16][C:17]([O:20][CH2:21][C:22]3[C:23]([C:30]4[C:35]([Cl:36])=[CH:34][CH:33]=[CH:32][C:31]=4[Cl:37])=[N:24][O:25][C:26]=3[CH:27]([CH3:29])[CH3:28])=[CH:18][CH:19]=2)[CH:8]=1)C>O.C(O)C>[Cl:36][C:35]1[CH:34]=[CH:33][CH:32]=[C:31]([Cl:37])[C:30]=1[C:23]1[C:22]([CH2:21][O:20][C:17]2[N:16]=[CH:15][C:14]([O:13][C:9]3[CH:8]=[C:7]([CH:12]=[CH:11][CH:10]=3)[C:6]([OH:38])=[O:5])=[CH:19][CH:18]=2)=[C:26]([CH:27]([CH3:29])[CH3:28])[O:25][N:24]=1 |f:0.1|. Procedure: NaOH (0.228 g, 5.7 mmol) in water (0.25 ml) was added to a solution of 3-{6-[3-(2,6-dichloro-phenyl)-5-isopropyl-isoxazol-4-ylmethoxy]-pyridin-3-yloxy}-benzoic acid ethyl ester (0.157 g, 0.3 mmol) in ethanol (5 ml) and the reaction mixture was stirred at room temperature for 50 h. The solvent was removed under reduced pressure and the residue diluted with water (1.5 ml) and acidified to pH 6. The resulting solution was extracted with ethyl acetate and the extract was dried over anhydrous Na2SO4.... Reactants: C(C)(C)(C)OC(=O)N[C@H](C(=O)N[C@H](C(=O)O)CC1=CC(=C(C=C1)OCC(=O)OC)C(=O)OC)CC1=CC=CC=C1 ((2S)-2-({(2S)-2-[(tert-butoxycarbonyl)amino]-3-phenylpropanoyl}amino)-3-[3-(methoxycarbonyl)-4-(2-methoxy-2-oxoethoxy)phenyl]propanoic acid), CNCCCCC (N-methylamylamine). As a reaction SMILES: [C:1]([O:5][C:6]([NH:8][C@@H:9]([CH2:34]C1C=CC=CC=1)[C:10]([NH:12][C@@H:13]([CH2:17][C:18]1[CH:23]=[CH:22][C:21]([O:24][CH2:25][C:26]([O:28]C)=[O:27])=[C:20](C(OC)=O)[CH:19]=1)[C:14](O)=[O:15])=[O:11])=[O:7])([CH3:4])([CH3:3])[CH3:2].[CH3:41][NH:42][CH2:43][CH2:44][CH2:45][CH2:46][CH3:47]>>[C:1]([O:5][C:6]([NH:8][CH:9]([CH2:34][C:18]1[CH:23]=[CH:22][CH:21]=[CH:20][CH:19]=1)[C:10]([NH:12][CH:13]([C:14]([N:42]([CH3:41])[CH2:43][CH2:44][CH2:45][CH2:46][CH3:47])=[O:15])[CH2:17][C:18]1[CH:23]=[CH:22][C:21]([O:24][CH2:25][C:26]([OH:28])=[O:27])=[C:20]([CH:19]=1)[C:6]([OH:7])=[O:5])=[O:11])=[O:7])([CH3:2])([CH3:3])[CH3:4]. Yield: 59.7%. Yields the product C(C)(C)(C)OC(=O)NC(C(=O)NC(CC=1C=CC(=C(C(=O)O)C1)OCC(=O)O)C(=O)N(CCCCC)C)CC1=CC=CC=C1 (5-{2-({2-[(tert-Butoxycarbonyl)amino]-3-phenylpropanoyl}amino)-3-[methyl(pentyl)amino]-3-oxopropyl}-2-(carboxymethoxy)benzoic Acid). Procedure details: Synthesis was performed from (2S)-2-({(2S)-2-[(tert-butoxycarbonyl)amino]-3-phenylpropanoyl}amino)-3-[3-(methoxycarbonyl)-4-(2-methoxy-2-oxoethoxy)phenyl]propanoic acid (100 mg, 0.18 mmol) and N-methylamylamine (29 mg, 0.29 mmol) according to Method C with HPLC purification to give the title compound (33 mg). 1H-NMR (400 MHz, CD3OD) d 7.76 (s, 1H), 7.5-7.15 (m, 6H), 7.04 (d, 1H), 5.02 (m, 1H), 4.81 (s, 2H), 4.28 (m, 1H), 3.25-2.7 (m, 9H), 1.10-1.5 (m, 15H), 0.89 (t, 3H); HRMS m/z 613.2982 (calc.... Reactants: C(=C)C1(CCCCCCC1)O (1-vinylcyclooctanol). The solvent is C1=CC=CC=C1 (benzene). The product is C(=C)C1=CCCCCCC1 (1-vinylcyclooctene). Yield: 67.0%. Reaction SMILES: [CH:1]([C:3]1(O)[CH2:10][CH2:9][CH2:8][CH2:7][CH2:6][CH2:5][CH2:4]1)=[CH2:2]>C1C=CC=CC=1>[CH:1]([C:3]1[CH2:10][CH2:9][CH2:8][CH2:7][CH2:6][CH2:5][CH:4]=1)=[CH2:2]. Procedure details: A solution of 6 grams of 1-vinylcyclooctanol and 50 mg of MTO in 30 ml of benzene was refluxed 18 hours, cooled, washed with aq. potassium carbonate, dried, stripped of solvent and distilled (82-85 deg C./25 mm Hg) to give 3.55 grams of 1-vinylcyclooctene judged to be of 95% purity of NMR analysis; the only impurity was cyclooctanone left over from preparation of the vinyl carbinol. Starting materials: C1(=CC=C(C=C1)NC=1C(=CC=CC1)C1=CC=CC=C1)C1=CC=CC=C1 (N-([1,1′-biphenyl]-4-yl)-[1,1′-biphenyl]-2-amine), BrC1=CC=C(C=C1)Br (1,4-dibromobenzene), CC(C)([O-])C.[Na+] (sodium tert-butoxide). The reagents and catalysts are CC(=O)[O-].CC(=O)[O-].[Pd+2] (Pd(OAc)2), C1(=CC=CC=C1)P(C1=CC=CC=C1)C1=CC=CC=C1 (triphenylphosphine). The product is C1(=CC=C(C=C1)N(C=1C(=CC=CC1)C1=CC=CC=C1)C1=CC=C(C=C1)Br)C1=CC=CC=C1 (N-([1,1′-biphenyl]-4-yl)-N-(4-bromophenyl)-[1,1′-biphenyl]-2-amine). Yield: 87.0%. As a reaction SMILES: [C:1]1([C:20]2[CH:25]=[CH:24][CH:23]=[CH:22][CH:21]=2)[CH:6]=[CH:5][C:4]([NH:7][C:8]2[C:9]([C:14]3[CH:19]=[CH:18][CH:17]=[CH:16][CH:15]=3)=[CH:10][CH:11]=[CH:12][CH:13]=2)=[CH:3][CH:2]=1.[Br:26][C:27]1[CH:32]=[CH:31][C:30](Br)=[CH:29][CH:28]=1.CC(C)([O-])C.[Na+]>CC([O-])=O.CC([O-])=O.[Pd+2].C1(P(C2C=CC=CC=2)C2C=CC=CC=2)C=CC=CC=1>[C:1]1([C:20]2[CH:21]=[CH:22][CH:23]=[CH:24][CH:25]=2)[CH:6]=[CH:5][C:4]([N:7]([C:30]2[CH:31]=[CH:32][C:27]([Br:26])=[CH:28][CH:29]=2)[C:8]2[C:9]([C:14]3[CH:19]=[CH:18][CH:17]=[CH:16][CH:15]=3)=[CH:10][CH:11]=[CH:12][CH:13]=2)=[CH:3][CH:2]=1 |f:2.3,4.5.6|. Reported procedure: Toluene (500 mL) was bubbled with nitrogen for 15 min, followed by addition of triphenylphosphine (0.4 g, 1.7 mmol) and Pd(OAc)2 (0.10 g, 0.42 mmol). The mixture was bubbled with nitrogen for 15 min, then N-([1,1′-biphenyl]-4-yl)-[1,1′-biphenyl]-2-amine (6.7 g, 21.0 mmol), 1,4-dibromobenzene (14.9 g, 63.0 mmol), sodium tert-butoxide (4.0 g, 42.0 mmol) were added. The mixture was bubbled with nitrogen for 15 min and refluxed for 12 h. After cooling, the reaction mixture was filtered through a sil... Product: C(C)(C)(C)OC(N(C)[C@@H]1CC[C@H](CC1)C#CC(N(C)C)=O)=O (trans-(4-Dimethylcarbamoylethynyl-cyclohexyl)-methyl-carbamic acid tert-butyl ester). Procedure details: In a similar way as described in example 26.5, trans-[4-(2,2-Dibromo-vinyl)-cyclohexyl]-methyl-carbamic acid tert-butyl ester and dimethylcarbamoyl chloride gave trans-(4-Dimethylcarbamoylethynyl-cyclohexyl)-methyl-carbamic acid tert-butyl ester, mp: 115-117° C.; MS: 309 (MH+). RXN SMILES: [C:1]([O:5][C:6](=[O:19])[N:7]([C@H:9]1[CH2:14][CH2:13][C@H:12]([CH:15]=[C:16](Br)Br)[CH2:11][CH2:10]1)[CH3:8])([CH3:4])([CH3:3])[CH3:2].[CH3:20][N:21]([CH3:25])[C:22](Cl)=[O:23]>>[C:1]([O:5][C:6](=[O:19])[N:7]([C@H:9]1[CH2:14][CH2:13][C@H:12]([C:15]#[C:16][C:22](=[O:23])[N:21]([CH3:25])[CH3:20])[CH2:11][CH2:10]1)[CH3:8])([CH3:4])([CH3:3])[CH3:2]. The reactants are C(C)(C)(C)OC(N(C)[C@@H]1CC[C@H](CC1)C=C(Br)Br)=O (trans-[4-(2,2-Dibromo-vinyl)-cyclohexyl]-methyl-carbamic acid tert-butyl ester), CN(C(=O)Cl)C (dimethylcarbamoyl chloride). Starting materials: CCCCCCCCCC[N+](C)(C)CCCCCCCCCC, ClC(Cl)Cl, [Cl-], [Na+], O=C([O-])Cc1ccccc1Nc1c(Cl)cccc1Cl, O. Product: CCCCCCCCCC[N+](C)(C)CCCCCCCCCC, O=C([O-])Cc1ccccc1Nc1c(Cl)cccc1Cl. RXN SMILES: [CH2:2]([CH2:3][CH2:4][CH2:5][CH2:6][CH2:7][CH2:8][CH2:9][CH2:10][CH3:11])[N+:12]([CH3:13])([CH3:14])[CH2:15][CH2:16][CH2:17][CH2:18][CH2:19][CH2:20][CH2:21][CH2:22][CH2:23][CH3:24].[CH:46]([Cl:47])([Cl:48])[Cl:49].[Cl-:1].[Na+:26].[O-:27][C:28](=[O:29])[CH2:30][c:31]1[cH:32][cH:33][cH:34][cH:35][c:36]1[NH:37][c:38]1[c:39]([Cl:40])[cH:41][cH:42][cH:43][c:44]1[Cl:45].[OH2:25]>>[CH2:2]([CH2:3][CH2:4][CH2:5][CH2:6][CH2:7][CH2:8][CH2:9][CH2:10][CH3:11])[N+:12]([CH3:13])([CH3:14])[CH2:15][CH2:16][CH2:17][CH2:18][CH2:19][CH2:20][CH2:21][CH2:22][CH2:23][CH3:24].[O:27]=[C:28]([O-:29])[CH2:30][c:31]1[cH:32][cH:33][cH:34][cH:35][c:36]1[NH:37][c:38]1[c:39]([Cl:40])[cH:41][cH:42][cH:43][c:44]1[Cl:45]. Reactants: C=CCOC(=O)c1c(Oc2nc(OC)cc(OC)n2)ccc2[nH]c(C)c([N+](=O)[O-])c12, CO, CC(C)OC(C)C, Cl, [Sn]. Product: C=CCOC(=O)c1c(Oc2nc(OC)cc(OC)n2)ccc2[nH]c(C)c(N)c12. RXN SMILES: [CH3:1][O:2][c:3]1[n:4][c:5]([O:11][c:12]2[c:13]([C:25](=[O:26])[O:27][CH2:28][CH:29]=[CH2:30])[c:14]3[c:15]([N+:22]([O-:23])=[O:24])[c:16]([CH3:21])[nH:17][c:18]3[cH:19][cH:20]2)[n:6][c:7]([O:9][CH3:10])[cH:8]1.[CH3:40][OH:41].[CH:33]([O:34][CH:35]([CH3:36])[CH3:37])([CH3:38])[CH3:39].[ClH:31].[Sn:32]>>[CH3:1][O:2][c:3]1[n:4][c:5]([O:11][c:12]2[c:13]([C:25](=[O:26])[O:27][CH2:28][CH:29]=[CH2:30])[c:14]3[c:15]([NH2:22])[c:16]([CH3:21])[nH:17][c:18]3[cH:19][cH:20]2)[n:6][c:7]([O:9][CH3:10])[cH:8]1. Starting materials: O=C([O-])[O-], CCCN(c1ccncc1)n1ccc2cc(O)ccc21, CN=C=O, [K+], [K+], C1CCOC1. Product: CCCN(c1ccncc1)n1ccc2cc(OC(=O)NC)ccc21. As a reaction SMILES: [C:21](=[O:22])([O-:23])[O-:24].[CH2:1]([CH2:2][CH3:3])[N:4]([n:5]1[cH:6][cH:7][c:8]2[cH:9][c:10]([OH:14])[cH:11][cH:12][c:13]12)[c:15]1[cH:16][cH:17][n:18][cH:19][cH:20]1.[CH3:27][N:28]=[C:29]=[O:30].[K+:25].[K+:26].[O:31]1[CH2:32][CH2:33][CH2:34][CH2:35]1>>[CH2:1]([CH2:2][CH3:3])[N:4]([n:5]1[cH:6][cH:7][c:8]2[cH:9][c:10]([O:14][C:29]([NH:28][CH3:27])=[O:30])[cH:11][cH:12][c:13]12)[c:15]1[cH:16][cH:17][n:18][cH:19][cH:20]1.